This data is from the Open Reaction Database (ORD), a public repository of structured organic reaction records. The task is: describe an organic reaction: reactants, conditions, products, and yield The reactants are [H-].[Na+] (sodium hydride), O=C1C2(CCN(C2)C(=O)OC(C)(C)C)C(CN1)C1=CC=CC=C1 (tert-butyl 6-oxo-9-phenyl-2,7-diazaspiro[4.4]nonane-2-carboxylate), IC (iodomethane). Solvent: O (water), CN(C)C=O (DMF). Conditions: temperature 0 celsius, time 30 minute. Yields the product CN1C(C2(CCN(C2)C(=O)OC(C)(C)C)C(C1)C1=CC=CC=C1)=O (tert-Butyl 7-methyl-6-oxo-9-phenyl-2,7-diazaspiro[4.4]nonane-2-carboxylate). Reaction SMILES: [O:1]=[C:2]1[NH:17][CH2:16][CH:15]([C:18]2[CH:23]=[CH:22][CH:21]=[CH:20][CH:19]=2)[C:3]21[CH2:7][N:6]([C:8]([O:10][C:11]([CH3:14])([CH3:13])[CH3:12])=[O:9])[CH2:5][CH2:4]2.[H-].[Na+].I[CH3:27]>CN(C=O)C.O>[CH3:27][N:17]1[CH2:16][CH:15]([C:18]2[CH:19]=[CH:20][CH:21]=[CH:22][CH:23]=2)[C:3]2([CH2:7][N:6]([C:8]([O:10][C:11]([CH3:14])([CH3:13])[CH3:12])=[O:9])[CH2:5][CH2:4]2)[C:2]1=[O:1] |f:1.2|. Procedure details: A solution of tert-butyl 6-oxo-9-phenyl-2,7-diazaspiro[4.4]nonane-2-carboxylate (commercially available) (1 g, 3.16 mmol)) in DMF (50 mL) was cooled to 0° C. and treated with sodium hydride (126 mg, 3.16 mmol)). The reaction was left to stir at 0° C. for 30 minutes and iodomethane (198 uL, 3.16 mmol) was added. The reaction mixture was left to warm to room temperature. After 3 h 30 mins, the mixture was diluted with water (100 mL) and extracted with EtOAc (100 mL). The organic phase was dried (M... Starting materials: FCCOC1=CC=C(C=N1)C(C)=O (1-[6-(2-fluoroethoxy)pyrid-3-yl]ethanone), Br (hydrobromic acid), BrBr (bromine). The solvent is C(C)(=O)O (acetic acid). Product: Br.BrCC(=O)C=1C=NC(=CC1)OCCF (2-bromo-1-[6-(2-fluoroethoxy)pyrid-3-yl]ethanone hydrobromide). Reaction SMILES: [F:1][CH2:2][CH2:3][O:4][C:5]1[N:10]=[CH:9][C:8]([C:11](=[O:13])[CH3:12])=[CH:7][CH:6]=1.[BrH:14].BrBr>C(O)(=O)C>[BrH:14].[Br:14][CH2:12][C:11]([C:8]1[CH:9]=[N:10][C:5]([O:4][CH2:3][CH2:2][F:1])=[CH:6][CH:7]=1)=[O:13] |f:4.5|. Procedure: 362 mg (1.98 mmol) of 1-[6-(2-fluoroethoxy)pyrid-3-yl]ethanone, 413 μl (7.61 mmol) of hydrobromic acid, 537 μl (9.88 mmol) of bromine and 5 mL of glacial acetic acid were used in the reaction. After precipitation with ethyl ether and filtration, 602 mg of 2-bromo-1-[6-(2-fluoroethoxy)pyrid-3-yl]ethanone hydrobromide are obtained, the characteristics of which are as follows: Reactants: ClC=1C(C(=C(C(C1Cl)=O)C#N)C#N)=O (2,3-dichloro-5,6-dicyano-p-benzoquinone), O([Si](C)(C)C(C)(C)C)C1C=CC(C1)O (4-t-butyldimethylsiloxycyclopent-2-en-1-ol). Run in O1CCOCC1 (dioxane). Run at temperature 55 celsius. The product is O([Si](C)(C)C(C)(C)C)C1C=CC(C1)=O (4-t-butyldimethylsiloxycyclopent-2-en-1-one). Isolated yield 305.9%. Reaction SMILES: ClC1C(=O)C(C#N)=C(C#N)C(=O)C=1Cl.[O:15]([CH:23]1[CH2:27][CH:26]([OH:28])[CH:25]=[CH:24]1)[Si:16]([C:19]([CH3:22])([CH3:21])[CH3:20])([CH3:18])[CH3:17]>O1CCOCC1>[O:15]([CH:23]1[CH2:27][C:26](=[O:28])[CH:25]=[CH:24]1)[Si:16]([C:19]([CH3:22])([CH3:21])[CH3:20])([CH3:18])[CH3:17]. Procedure details: 1.13 grams of 2,3-dichloro-5,6-dicyano-p-benzoquinone (DDQ) was dissolved in 15 milliliters of dioxane, to which was then added 660 milligrams of crude 4-t-butyldimethylsiloxycyclopent-2-en-1-ol (purity 74%), after which the mixture was heated at 55° C. for 16 hours with stirring. After completion of the reaction, the precipitate separating out was filtered off. When the filtrate was concentrated under reduced pressure, 2.0 grams of a crude product was obtained. Starting materials: NC1CN(CC1)C1CCCCC1 (3-amino-1-cyclohexylpyrrolidine), FC1=C(C(=O)Cl)C=CC=C1 (o-fluorobenzoyl chloride). Solvent: C(Cl)(Cl)Cl (chloroform), C(Cl)(Cl)Cl (chloroform). Product: Cl.C1(CCCCC1)N1CC(CC1)NC(C1=C(C=CC=C1)F)=O (N-(1-Cyclohexyl-3-pyrrolidinyl)-2-fluorobenzamide hydrochloride). As a reaction SMILES: [NH2:1][CH:2]1[CH2:6][CH2:5][N:4]([CH:7]2[CH2:12][CH2:11][CH2:10][CH2:9][CH2:8]2)[CH2:3]1.[F:13][C:14]1[CH:22]=[CH:21][CH:20]=[CH:19][C:15]=1[C:16]([Cl:18])=[O:17]>C(Cl)(Cl)Cl>[ClH:18].[CH:7]1([N:4]2[CH2:5][CH2:6][CH:2]([NH:1][C:16](=[O:17])[C:15]3[CH:19]=[CH:20][CH:21]=[CH:22][C:14]=3[F:13])[CH2:3]2)[CH2:12][CH2:11][CH2:10][CH2:9][CH2:8]1 |f:3.4|. Procedure details: To 19.5 g. (0.117 mole) of 3-amino-1-cyclohexylpyrrolidine in 100 ml. of chloroform was added dropwise 11.6 g. (0.074 mole) of o-fluorobenzoyl chloride in 100 ml. chloroform. The solution was concentrated in vacuo and the residue partitioned between ethyl acetate containing 10% isopropyl ether and dilute hydrochloric acid. The acid layer was made basic with dilute sodium hydroxide and extracted with chloroform. The chloroform solution was dried over sodium sulfate, concentrated and the residue c... Starting materials: CCN=C=NCCCN(C)C, CCN(C(C)C)C(C)C, ClCCl, O=C(O)c1ccc([N+](=O)[O-])o1, CN(C)C=O, On1nnc2ccccc21, OC(COc1cccc2[nH]c3ccccc3c12)CN1CCNCC1. Product: O=C(c1ccc([N+](=O)[O-])o1)N1CCN(CC(O)COc2cccc3[nH]c4ccccc4c23)CC1. Reaction SMILES: [CH3:21][CH2:22][N:23]=[C:24]=[N:25][CH2:26][CH2:27][CH2:28][N:29]([CH3:30])[CH3:31].[CH:12]([N:13]([CH2:14][CH3:15])[CH:16]([CH3:17])[CH3:18])([CH3:19])[CH3:20].[Cl:71][CH2:72][Cl:73].[N+:1](=[O:2])([O-:3])[c:4]1[cH:5][cH:6][c:7]([C:9](=[O:10])[OH:11])[o:8]1.[O:66]=[CH:67][N:68]([CH3:69])[CH3:70].[OH:32][n:33]1[c:34]2[c:35]([cH:36][cH:37][cH:38][cH:39]2)[n:40][n:41]1.[cH:42]1[cH:43][cH:44][c:45]([O:55][CH2:56][CH:57]([CH2:58][N:59]2[CH2:60][CH2:61][NH:62][CH2:63][CH2:64]2)[OH:65])[c:46]2[c:47]3[cH:48][cH:49][cH:50][cH:51][c:52]3[nH:53][c:54]12>>[N+:1](=[O:2])([O-:3])[c:4]1[cH:5][cH:6][c:7]([C:9](=[O:11])[N:62]2[CH2:61][CH2:60][N:59]([CH2:58][CH:57]([CH2:56][O:55][c:45]3[cH:44][cH:43][cH:42][c:54]4[c:46]3[c:47]3[cH:48][cH:49][cH:50][cH:51][c:52]3[nH:53]4)[OH:65])[CH2:64][CH2:63]2)[o:8]1. Starting materials: C(C)OC(CCCOC1=C(C=CC=C1)\C=C/C=C/C(CCCCCCCC)O)=O (4-[2-[(1Z,3E)-(5RS)-5-hydroxy-1,3-tridecadienyl]-phenoxy]-butyric acid ethyl ester), 0.5, [OH-].[Na+] (sodium hydroxide). Solvent: CO (methanol). Product: OC(/C=C/C=C\C1=C(OCCCC(=O)O)C=CC=C1)CCCCCCCC (4-[2-[(1Z,3E)-(5RS)-5-hydroxy-1,3-tridecadienyl]-phenoxy]-butyric acid). Yield: 98.5%. Reaction SMILES: C([O:3][C:4](=[O:29])[CH2:5][CH2:6][CH2:7][O:8][C:9]1[CH:14]=[CH:13][CH:12]=[CH:11][C:10]=1/[CH:15]=[CH:16]\[CH:17]=[CH:18]\[CH:19]([OH:28])[CH2:20][CH2:21][CH2:22][CH2:23][CH2:24][CH2:25][CH2:26][CH3:27])C.[OH-].[Na+]>CO>[OH:28][CH:19]([CH2:20][CH2:21][CH2:22][CH2:23][CH2:24][CH2:25][CH2:26][CH3:27])/[CH:18]=[CH:17]/[CH:16]=[CH:15]\[C:10]1[CH:11]=[CH:12][CH:13]=[CH:14][C:9]=1[O:8][CH2:7][CH2:6][CH2:5][C:4]([OH:29])=[O:3] |f:1.2|. Procedure details: Under the conditions of example 9, a solution of 60 mg of 4-[2-[(1Z,3E)-(5RS)-5-hydroxy-1,3-tridecadienyl]-phenoxy]-butyric acid ethyl ester in 5 ml of methanol and 2 ml of 0.5 n sodium hydroxide solution is saponified, worked up and chromatographed on silica gel with n-hexane/ethyl acetate=98/2. 55 mg of the title compound is obtained as a colorless oil. Reactants: Cl (HCl), [H-].[Al+3].[Li+].[H-].[H-].[H-] (lithium aluminium hydride), ClC=1C=CC=2C[C@@H]3N(C2C1)C([C@H](NC3=O)C)=O ((3R,10aS)-7-chloro-1,2,3,4,10,10a-hexahydro-3-methylpyrazino[1,2-a]indole-1,4-dione), [OH-].[Na+] (NaOH), S(=O)(=O)([O-])[O-].[Mg+2] (magnesium sulfate). Solvent: CCOCC (ether), O (Water), CCOCC (ether), O (water). Product: Cl.ClC=1C=CC=2C[C@@H]3N(C2C1)C[C@H](NC3)C ((3R,10aS) 7-Chloro-1,2,3.4,10,10a-hexahydro-3-methylpyrazino[1,2-a]indole hydrochloride). The yield is 119.3%. Reaction SMILES: [H-].[Al+3].[Li+].[H-].[H-].[H-].[Cl:7][C:8]1[CH:9]=[CH:10][C:11]2[CH2:12][C@H:13]3[C:20](=O)[NH:19][C@H:18]([CH3:22])[C:17](=O)[N:14]3[C:15]=2[CH:16]=1.[OH-].[Na+].S([O-])([O-])(=O)=O.[Mg+2].Cl>CCOCC.O>[ClH:7].[Cl:7][C:8]1[CH:9]=[CH:10][C:11]2[CH2:12][C@H:13]3[CH2:20][NH:19][C@H:18]([CH3:22])[CH2:17][N:14]3[C:15]=2[CH:16]=1 |f:0.1.2.3.4.5,7.8,9.10,14.15|. Procedure: To a stirred suspension of lithium aluminium hydride (95%; 55 mg, 1.4 mmol) in anhydrous ether (15 mL) under Ar was added (3R,10aS)-7-chloro-1,2,3,4,10,10a-hexahydro-3-methylpyrazino[1,2-a]indole-1,4-dione (82 mg, 0.33 mmol). The mixture was heated at reflux for 18 h, then allowed to cool to ambient tempera . Water (0.06 mL) was added, followed by aqueous NaOH (15% w/v; 0.06 mL) then water (0.18 mL) and magnesium sulfate (2 g) were added. The mixture was filtered and the filter-cake washed with ... Reactants: CO (MeOH), FC(C=1C=C(C=CC1)NC=1NC(=NN1)C1=CC=C(C=C1)O)(F)F (4-(5-{[3-(trifluoromethyl)phenyl]amino}-4H-1,2,4-triazol-3-yl)phenol), NC1=NC(=NC(=C1)Cl)SC (4-amino-6-chloro-2-(methylthio)-pyrimidine), C(=O)([O-])[O-].[Cs+].[Cs+] (Cs2CO3). The solvent is O1CCOCC1 (dioxane). Yields the product CSC1=NC(=CC(=N1)N)OC1=CC=C(C=C1)C1=NN=C(N1)NC1=CC(=CC=C1)C(F)(F)F (2-(Methylthio)-6-[4-(5-{[3-(trifluoromethyl)phenyl]amino}-4H-1,2,4-triazol-3-yl)-phenoxy]-pyrimidin-4-amine). Yield: 27.7%. As a reaction SMILES: [F:1][C:2]([F:23])([F:22])[C:3]1[CH:4]=[C:5]([NH:9][C:10]2[NH:11][C:12]([C:15]3[CH:20]=[CH:19][C:18]([OH:21])=[CH:17][CH:16]=3)=[N:13][N:14]=2)[CH:6]=[CH:7][CH:8]=1.C([O-])([O-])=O.[Cs+].[Cs+].[NH2:30][C:31]1[CH:36]=[C:35](Cl)[N:34]=[C:33]([S:38][CH3:39])[N:32]=1.CO>O1CCOCC1>[CH3:39][S:38][C:33]1[N:32]=[C:31]([NH2:30])[CH:36]=[C:35]([O:21][C:18]2[CH:19]=[CH:20][C:15]([C:12]3[NH:11][C:10]([NH:9][C:5]4[CH:6]=[CH:7][CH:8]=[C:3]([C:2]([F:22])([F:1])[F:23])[CH:4]=4)=[N:14][N:13]=3)=[CH:16][CH:17]=2)[N:34]=1 |f:1.2.3|. Procedure details: 4-(5-{[3-(trifluoromethyl)phenyl]amino}-4H-1,2,4-triazol-3-yl)phenol (100 mg, 0.31 mmol) was dissolved in 3 mL of anhydrous dioxane in 2-5 mL microwave vial (Personal Chemistry). Solid Cs2CO3 (101.7 mg, 0.31 mmol) was added, followed by 4-amino-6-chloro-2-(methylthio)-pyrimidine (60.3 mg, 0.34 mmol). The vial was capped and microwaved at 200° C. for 10 min. Then ca. 3 mL of MeOH was added to dissolve the formed suspension. The resulting reddish-brown solution was transferred into a round-bottom ... Starting materials: C(C)(C)(C)OC(=O)N1CCN(CCC1)CC1=NC=2C=CC=C3C(NN=C(N1)C32)=O (4-(3-oxo-2,9-dihydro-3H-1,2,7,9-tetraaza-phenalen-8-ylmethyl)-[1,4]diazepane-1-carboxylic Acid Tert-Butyl Ester), C(=O)(C(F)(F)F)O (TFA), C(C)(C)(C)OC(=O)N1CCN(CCC1)CC1=NC=2C=CC=C3C(NN=C(N1)C32)=O (4-(3-oxo-2,9-dihydro-3H-1,2,7,9-tetraaza-phenalen-8-ylmethyl)-[1,4]diazepane-1-carboxylic Acid Tert-Butyl Ester), C(F)(F)(F)C(=O)O (CF3CO2H), O (H2O). The solvent is C(Cl)Cl (CH2Cl2). Reaction conditions: time 30 minute. Yields the product N1(CCNCCC1)CC1=NC=2C=CC=C3C(NN=C(N1)C32)=O (8-[1,4]diazepan-1-ylmethyl-2,9-dihydro-1,2,7,9-tetraaza-phenalen-3-one). RXN SMILES: C(OC([N:8]1[CH2:14][CH2:13][CH2:12][N:11]([CH2:15][C:16]2[NH:27][C:26]3[C:28]4[C:22]([C:23](=[O:29])[NH:24][N:25]=3)=[CH:21][CH:20]=[CH:19][C:18]=4[N:17]=2)[CH2:10][CH2:9]1)=O)(C)(C)C.C(O)(C(F)(F)F)=O.O>C(Cl)Cl>[N:11]1([CH2:15][C:16]2[NH:27][C:26]3[C:28]4[C:22]([C:23](=[O:29])[NH:24][N:25]=3)=[CH:21][CH:20]=[CH:19][C:18]=4[N:17]=2)[CH2:12][CH2:13][CH2:14][NH:8][CH2:9][CH2:10]1. Procedure details: Synthesized from compound 24. To a solution of 24 (1.5 g, 3.7 mmol) in 30 mL of CH2Cl2 was added 6 mL of TFA while stirring at room temperature. After 30 minutes, the solvents were evaporated and the residue was washed with acetonitrile to afford 1.0 g (90%) of analytically pure white solid. MP: 147-149° C.; MS (ES−): 297; 1H NMR (400 MHz, D2O): 1.96 (m, 2H), 2.82 (t, 2H), 3.01 (t, 2H), 3.28 (t, 4H), 3.53 (s, 2H), 7.22 (d, 1H), 7.47 (d, 1H), 7.61 (t, 1H). Anal. Calcd. for C15H18N6O. 1.1 CF3CO2H.... Reactants: COC1=CC=CC(=N1)C(=O)NNC(=O)OC(C)(C)C (1,1-dimethylethyl 2-{[6-(methyloxy)-2-pyridinyl]carbonyl}hydrazinecarboxylate), Cl (HCl). Run in O1CCOCC1 (1,4-dioxane). Run at time 5 hour. Product: COC1=CC=CC(=N1)C(=O)NN (6-(Methyloxy)-2-pyridinecarbohydrazide). Yield: 167.1%. Reaction SMILES: [CH3:1][O:2][C:3]1[N:8]=[C:7]([C:9]([NH:11][NH:12]C(OC(C)(C)C)=O)=[O:10])[CH:6]=[CH:5][CH:4]=1.Cl>O1CCOCC1>[CH3:1][O:2][C:3]1[N:8]=[C:7]([C:9]([NH:11][NH2:12])=[O:10])[CH:6]=[CH:5][CH:4]=1. Reported procedure: 1,1-dimethylethyl 2-{[6-(methyloxy)-2-pyridinyl]carbonyl}hydrazinecarboxylate (194)(1.685 g, 6.30 mmol) was dissolved in 1,4-dioxane (21.01 ml) and HCl (4M in 1,4-dioxane) (15.76 ml, 63.0 mmol) was added. The solution was stirred at room temperature for 5 hours. LCMS showed that no starting material remained and the product had formed. The solvent was removed under reduced pressure to afford 1.76 g of the crude material. The crude material was loaded onto two 10 g SCX columns and these were wash...